Dataset: the Open Reaction Database (ORD), a public repository of structured organic reaction records. Task: describe an organic reaction: reactants, conditions, products, and yield The reactants are ClC=1C=2N(C=CC1C1=CC=C(C=C1)C)C(N(N2)CC=2C=NC(=CC2)C(F)(F)F)=O (8-chloro-7-p-tolyl-2-((6-(trifluoromethyl)pyridin-3-yl)methyl)-[1,2,4]triazolo[4,3-a]pyridin-3(2H)-one), C1CCOC1 (THF), ClC1=CC=C(C=C1)B(O)O (4-chlorophenylboronic acid), C(=O)([O-])[O-].[K+].[K+] (K2CO3). Solvent: CO (methanol). Run at temperature 70 celsius. Yields the product ClC1=CC=C(C=C1)C=1C=2N(C=CC1C1=CC=C(C=C1)C)C(N(N2)CC=2C=NC(=CC2)C(F)(F)F)=O (8-(4-chlorophenyl)-7-p-tolyl-2-((6-(trifluoromethyl)pyridin-3-yl)methyl)-[1,2,4]triazolo[4,3-a]pyridin-3(2H)-one). Yield: 27.1%. Reaction SMILES: Cl[C:2]1[C:3]2[N:4]([C:15](=[O:29])[N:16]([CH2:18][C:19]3[CH:20]=[N:21][C:22]([C:25]([F:28])([F:27])[F:26])=[CH:23][CH:24]=3)[N:17]=2)[CH:5]=[CH:6][C:7]=1[C:8]1[CH:13]=[CH:12][C:11]([CH3:14])=[CH:10][CH:9]=1.C1COCC1.[Cl:35][C:36]1[CH:41]=[CH:40][C:39](B(O)O)=[CH:38][CH:37]=1.C([O-])([O-])=O.[K+].[K+]>CO>[Cl:35][C:36]1[CH:41]=[CH:40][C:39]([C:2]2[C:3]3[N:4]([C:15](=[O:29])[N:16]([CH2:18][C:19]4[CH:20]=[N:21][C:22]([C:25]([F:27])([F:28])[F:26])=[CH:23][CH:24]=4)[N:17]=3)[CH:5]=[CH:6][C:7]=2[C:8]2[CH:9]=[CH:10][C:11]([CH3:14])=[CH:12][CH:13]=2)=[CH:38][CH:37]=1 |f:3.4.5|. Procedure details: To a stirring solution of 8-chloro-7-p-tolyl-2-((6-(trifluoromethyl)pyridin-3-yl)methyl)-[1,2,4]triazolo[4,3-a]pyridin-3(2H)-one (28 mg, 0.067 mmol) in a 1:1 mixture of THF and methanol (4 mL) at room temperature under argon was added 4-chlorophenylboronic acid (12.5 g, 0.080 mmol), PXPd (11 g, 0.02 mmol), and K2CO3 (18.5 mg, 0.13 mmol). The resulting suspension was heated at 70° C. under argon for 10 min. Analysis by HPLC/MS indicated that starting material had been consumed. After cooling the ...